From a dataset of the Open Reaction Database (ORD), a public repository of structured organic reaction records. describe an organic reaction: reactants, conditions, products, and yield The reactants are CCOC(=O)N1CCC(Nc2ccc(Cl)cc2)CC1, O=C(Cl)Cc1ccccc1, c1ccccc1. Yields the product CCOC(=O)N1CCC(N(C(=O)Cc2ccccc2)c2ccc(Cl)cc2)CC1. As a reaction SMILES: [Cl:1][c:2]1[cH:3][cH:4][c:5]([NH:8][CH:9]2[CH2:10][CH2:11][N:12]([C:15](=[O:16])[O:17][CH2:18][CH3:19])[CH2:13][CH2:14]2)[cH:6][cH:7]1.[c:20]1([CH2:26][C:27](=[O:28])[Cl:29])[cH:21][cH:22][cH:23][cH:24][cH:25]1.[cH:30]1[cH:31][cH:32][cH:33][cH:34][cH:35]1>>[Cl:1][c:2]1[cH:3][cH:4][c:5]([N:8]([CH:9]2[CH2:10][CH2:11][N:12]([C:15](=[O:16])[O:17][CH2:18][CH3:19])[CH2:13][CH2:14]2)[C:27]([CH2:26][c:20]2[cH:21][cH:22][cH:23][cH:24][cH:25]2)=[O:28])[cH:6][cH:7]1. The solvent is C1CCOC1 (THF). Reactants: CC(C)C[AlH]CC(C)C (DIBAL), CC1=C(C=C(C=C1)C(=C1CC(CC(C1)(C)C)(C)C)C1=CC=CC=C1)OCCCC(=O)O (4-({2-Methyl-5-[phenyl(3,3,5,5-tetramethylcyclohexylidene)methyl]phenyl}oxy)butanoic acid), O (water). The product is CC1=C(C=C(C=C1)C(=C1CC(CC(C1)(C)C)(C)C)C1=CC=CC=C1)OCCCCO (4-({2-Methyl-5-[phenyl(3,3,5,5-tetramethylcyclohexylidene)methyl]phenyl}oxy)-1-butanol). RXN SMILES: [CH3:1][C:2]1[CH:7]=[CH:6][C:5]([C:8]([C:19]2[CH:24]=[CH:23][CH:22]=[CH:21][CH:20]=2)=[C:9]2[CH2:14][C:13]([CH3:16])([CH3:15])[CH2:12][C:11]([CH3:18])([CH3:17])[CH2:10]2)=[CH:4][C:3]=1[O:25][CH2:26][CH2:27][CH2:28][C:29](O)=[O:30].CC(C[AlH]CC(C)C)C.O>C1COCC1>[CH3:1][C:2]1[CH:7]=[CH:6][C:5]([C:8]([C:19]2[CH:24]=[CH:23][CH:22]=[CH:21][CH:20]=2)=[C:9]2[CH2:14][C:13]([CH3:15])([CH3:16])[CH2:12][C:11]([CH3:18])([CH3:17])[CH2:10]2)=[CH:4][C:3]=1[O:25][CH2:26][CH2:27][CH2:28][CH2:29][OH:30]. Procedure: Compound 47 (50 mg, 0.11 mmol) was dissolved in THF (5 mL) and cooled to 0° C. under nitrogen. DIBAL (1.5 M in hexane, 500 ul, 0.33 mmol) was added drop-wise over several minutes. The ice bath was removed and the stirring reaction allowed to warm to ambient temperature. The reaction was then cooled back to 0° C. and water (10 mL) added dropwise over several minutes. The ice bath was then removed and the reaction was stirred until solids began to form. The solids were filtered and the filtrate wa... Run at temperature 0 celsius. Yield: 93.9%. Starting materials: O=C([O-])[O-], CC#N, CCOC(C)=O, CC1COCCC1Nc1nc(Cl)ncc1[N+](=O)[O-], [K+], [K+], c1ccc2[nH]cnc2c1. The product is CC1COCCC1Nc1nc(-n2cnc3ccccc32)ncc1[N+](=O)[O-]. RXN SMILES: [C:19](=[O:20])([O-:21])[O-:22].[CH3:34][C:35]#[N:36].[CH3:37][CH2:38][O:39][C:40]([CH3:41])=[O:42].[Cl:1][c:2]1[n:3][cH:4][c:5]([N+:16](=[O:17])[O-:18])[c:6]([NH:8][CH:9]2[CH:10]([CH3:15])[CH2:11][O:12][CH2:13][CH2:14]2)[n:7]1.[K+:23].[K+:24].[n:25]1[cH:26][nH:27][c:28]2[c:29]1[cH:30][cH:31][cH:32][cH:33]2>>[c:2]1(-[n:25]2[cH:26][n:27][c:28]3[c:29]2[cH:30][cH:31][cH:32][cH:33]3)[n:3][cH:4][c:5]([N+:16](=[O:17])[O-:18])[c:6]([NH:8][CH:9]2[CH:10]([CH3:15])[CH2:11][O:12][CH2:13][CH2:14]2)[n:7]1. Reactants: C(Cl)Cl (DCM), C(C)(C)(C)[Si](OCCOC1=NC(=CC(=C1[N+](=O)[O-])N)Cl)(C)C (2-[2-(tert-butyl-dimethyl-silanyloxy)-ethoxy]-6-chloro-3-nitro-pyridin-4-ylamine), Pd(dppf)2, FC(C1=C(C=CC=C1)B(O)O)(F)F (2-trifluoromethyl-phenyl-boronic acid), C(=O)([O-])[O-].[Cs+].[Cs+] (Cs2CO3). Run in O1CCOCC1 (1,4-dioxane), O (water), CCOC(=O)C (EtOAc). Conditions: temperature 110 celsius, time 2 hour. Yields the product C(C)(C)(C)[Si](OCCOC1=NC(=CC(=C1[N+](=O)[O-])N)C1=C(C=CC=C1)C(F)(F)F)(C)C (2-[2-(tert-butyl-dimethyl-silanyloxy)-ethoxy]-3-nitro-6-(2-trifluoromethyl-phenyl)-pyridin-4-ylamine). RXN SMILES: [C:1]([Si:5]([CH3:22])([CH3:21])[O:6][CH2:7][CH2:8][O:9][C:10]1[C:15]([N+:16]([O-:18])=[O:17])=[C:14]([NH2:19])[CH:13]=[C:12](Cl)[N:11]=1)([CH3:4])([CH3:3])[CH3:2].[F:23][C:24]([F:35])([F:34])[C:25]1[CH:30]=[CH:29][CH:28]=[CH:27][C:26]=1B(O)O.C([O-])([O-])=O.[Cs+].[Cs+].C(Cl)Cl>O1CCOCC1.CCOC(C)=O.O>[C:1]([Si:5]([CH3:22])([CH3:21])[O:6][CH2:7][CH2:8][O:9][C:10]1[C:15]([N+:16]([O-:18])=[O:17])=[C:14]([NH2:19])[CH:13]=[C:12]([C:26]2[CH:27]=[CH:28][CH:29]=[CH:30][C:25]=2[C:24]([F:35])([F:34])[F:23])[N:11]=1)([CH3:4])([CH3:3])[CH3:2] |f:2.3.4|. Procedure: To a mixture of 2-[2-(tert-butyl-dimethyl-silanyloxy)-ethoxy]-6-chloro-3-nitro-pyridin-4-ylamine (1.20 g, 3.45 mmol, prepared as described in the previous step), 2-trifluoromethyl-phenyl-boronic acid (786 mg, 4.14 mmol), Cs2CO3 (2.81 g, 8.62 mmol) and Pd(dppf)2.DCM (282 mg, 0.345 mmol) in 1,4-dioxane (12 mL) was added water (5 mL). The resulting mixture was stirred at 110° C. under microwave irradiation for 2 h and then cooled to room temperature. The resulting mixture was treated with of EtOAc ... Reactants: O=C([O-])[O-], CS(C)=O, Cc1cc(Cl)c2ccccc2n1, [K+], [K+], O, COC(=O)c1c[nH]c2ncccc12. Product: COC(=O)c1cn(-c2cc(C)nc3ccccc23)c2ncccc12. RXN SMILES: [C:13](=[O:14])([O-:15])[O-:16].[CH3:33][S:34](=[O:35])[CH3:36].[Cl:1][c:2]1[cH:3][c:4]([CH3:12])[n:5][c:6]2[cH:7][cH:8][cH:9][cH:10][c:11]12.[K+:17].[K+:18].[OH2:32].[nH:19]1[cH:20][c:21]([C:28](=[O:29])[O:30][CH3:31])[c:22]2[c:23]1[n:24][cH:25][cH:26][cH:27]2>>[c:2]1(-[n:19]2[cH:20][c:21]([C:28](=[O:29])[O:30][CH3:31])[c:22]3[c:23]2[n:24][cH:25][cH:26][cH:27]3)[cH:3][c:4]([CH3:12])[n:5][c:6]2[cH:7][cH:8][cH:9][cH:10][c:11]12. Starting materials: C(C=C)[Si](C)(C)C (allyltrimethylsilane), CC=1NC(=C(C(C1C(=O)OC)C1=CC=CC=C1)C(=O)OC)C (dimethyl 2,6-dimethyl-4-phenyl-1,4-dihydropyridine-3,5-dicarboxylate), B(F)(F)F.CCOCC (boron trifluoride etherate). Solvent: C(Cl)(Cl)Cl (chloroform). Run at time 4 hour. Yields the product CC12N=C(C(C(C1C(=O)OC)C1=CC=CC=C1)(C(C2)C[Si](C)(C)C)C(=O)OC)C (Dimethyl 1,3-dimethyl-5-phenyl-8-[(trimethylsilyl)methyl]-2-azabicyclo[2.2.2]oct-2-ene-4,6-dicarboxylate). Reaction SMILES: [CH3:1][C:2]1[NH:3][C:4]([CH3:22])=[C:5]([C:18]([O:20][CH3:21])=[O:19])[CH:6]([C:12]2[CH:17]=[CH:16][CH:15]=[CH:14][CH:13]=2)[C:7]=1[C:8]([O:10][CH3:11])=[O:9].[CH2:23]([Si:26]([CH3:29])([CH3:28])[CH3:27])[CH:24]=[CH2:25].B(F)(F)F.CCOCC>C(Cl)(Cl)Cl>[CH3:22][C:4]12[CH2:25][CH:24]([CH2:23][Si:26]([CH3:29])([CH3:28])[CH3:27])[C:7]([C:8]([O:10][CH3:11])=[O:9])([CH:6]([C:12]3[CH:17]=[CH:16][CH:15]=[CH:14][CH:13]=3)[CH:5]1[C:18]([O:20][CH3:21])=[O:19])[C:2]([CH3:1])=[N:3]2 |f:2.3|. Procedure: To 1.0 g (3.3 mmol) dimethyl 2,6-dimethyl-4-phenyl-1,4-dihydropyridine-3,5-dicarboxylate (1) [B. Loev. et al., J. Med. Chem., 17, 956 (1974)] in 50 ml chloroform cooled in an ice-bath to 0°-5° there was added 7.5 g (66 mmol) commercially obtained allyltrimethylsilane (2) followed by 1.41 g (10 mmol) boron trifluoride etherate added dropwise via syringe. The reaction mixture was then stirred for 4 hours at 0°-10° and quenched by addition of saturated aqueous NaHCO3 solution. After the addition of... Starting materials: BrCCCCl (1-bromo-3-chloropropane), FC1=CC=C2C=CNC2=C1 (6-fluoroindole), [OH-].[K+] (KOH). The solvent is CN(C)C=O (DMF). Run at temperature 20 celsius, time 15 hour. The product is ClCCCN1C=CC2=CC=C(C=C12)F (1-(3-chloropropyl)-6-fluoroindole). The yield is 60.7%. RXN SMILES: Br[CH2:2][CH2:3][CH2:4][Cl:5].[F:6][C:7]1[CH:15]=[C:14]2[C:10]([CH:11]=[CH:12][NH:13]2)=[CH:9][CH:8]=1.[OH-].[K+]>CN(C=O)C>[Cl:5][CH2:4][CH2:3][CH2:2][N:13]1[C:14]2[C:10](=[CH:9][CH:8]=[C:7]([F:6])[CH:15]=2)[CH:11]=[CH:12]1 |f:2.3|. Procedure details: To a solution of 1-bromo-3-chloropropane (700 mg, 4.44 mmol) in DMF (2.4 mL) was added 6-fluoroindole (200 mg, 1.48 mmol) and powder KOH (92 mg, 1.63 mmol) at 20° C. The reaction mixture was stirred for 15 h at 20° C. then quenched by addition of H2O and extracted with Et2O. The combined organic solution was successively washed with brine, dried over MgSO4, filtered and concentrated in vacuo. The residue was chromatographed to give 1-(3-chloropropyl)-6-fluoroindole (190 mg, 66%) as a colorless o...